From a dataset of the Open Reaction Database (ORD), a public repository of structured organic reaction records. describe an organic reaction: reactants, conditions, products, and yield The reactants are ClC1=C(N)C=C(C=C1)Cl (2,5-dichloroaniline), C(=S)(N1C=NC=C1)N1C=NC=C1 (1,1′-thiocarbonyldiimidazole), NC1=CC=C(C=C1)NC(=O)C=1N=NSC1 ([1,2,3]-Thiadiazole-4-carboxylic acid (4-amino-phenyl) amide). Solvent: O1CCCC1 (tetrahydrofuran). Run at time 30 minute. The product is ClC1=C(C=C(C=C1)Cl)NC(NC1=CC=C(C=C1)NC(=O)C=1N=NSC1)=S ([1,2,3]Thiadiazole-4-carboxylic acid {4-[3-(2,5-dichloro-phenyl)-thioureido]-phenyl}-amide). As a reaction SMILES: [Cl:1][C:2]1[CH:8]=[CH:7][C:6]([Cl:9])=[CH:5][C:3]=1[NH2:4].[C:10](N1C=CN=C1)(N1C=CN=C1)=[S:11].[NH2:22][C:23]1[CH:28]=[CH:27][C:26]([NH:29][C:30]([C:32]2[N:33]=[N:34][S:35][CH:36]=2)=[O:31])=[CH:25][CH:24]=1>O1CCCC1>[Cl:1][C:2]1[CH:8]=[CH:7][C:6]([Cl:9])=[CH:5][C:3]=1[NH:4][C:10](=[S:11])[NH:22][C:23]1[CH:24]=[CH:25][C:26]([NH:29][C:30]([C:32]2[N:33]=[N:34][S:35][CH:36]=2)=[O:31])=[CH:27][CH:28]=1. Procedure details: To a solution of 2,5-dichloroaniline (0.16 g) in tetrahydrofuran (20 mL) is added freshly prepared 1,1′-thiocarbonyldiimidazole (0.20 g) and the mixture is stirred for appproximately 30 minutes at room temperature. [1,2,3]-Thiadiazole-4-carboxylic acid (4-amino-phenyl) amide (0.22 g) is added to the reaction flask and the mixture is stirred for approximately 6 hours. The solvent is then removed by evaporation under pressure and warm acetonitrile (3 mL) is added. After 15 hours the mixture is fil... Isolated yield 94.4%. Procedure: To a suspension of 2-[3-fluoro-6-(methoxy)-1,5-naphthyridin-4-yl]-2-hydroxyethyl 4-methylbenzenesulfonate (10.5 g, 26.7 mmol) in anhydrous methanol (160 mL), cooled in an ice-bath, potassium carbonate (7.03 g, 50.9 mmol) was added. After 15 minutes with cooling, the mixture was stirred at room temperature for a further 1.75 hours. It was then diluted with water, extracted several times with dichloromethane, dried over magnesium sulfate and evaporated under vacuum. The residue was chromatographed... As a reaction SMILES: CC1C=CC(S(O[CH2:12][CH:13]([C:15]2[C:24]3[C:19](=[CH:20][CH:21]=[C:22]([O:25][CH3:26])[N:23]=3)[N:18]=[CH:17][C:16]=2[F:27])[OH:14])(=O)=O)=CC=1.C(=O)([O-])[O-].[K+].[K+]>CO.O>[F:27][C:16]1[C:15]([CH:13]2[CH2:12][O:14]2)=[C:24]2[C:19]([CH:20]=[CH:21][C:22]([O:25][CH3:26])=[N:23]2)=[N:18][CH:17]=1 |f:1.2.3|. The solvent is CO (methanol), O (water). Reaction conditions: time 1.75 hour. Yields the product FC1=CN=C2C=CC(=NC2=C1C1OC1)OC (7-fluoro-2-(methoxy)-8-(2-oxiranyl)-1,5-naphthyridine). The reactants are CC1=CC=C(C=C1)S(=O)(=O)OCC(O)C1=C(C=NC2=CC=C(N=C12)OC)F (2-[3-fluoro-6-(methoxy)-1,5-naphthyridin-4-yl]-2-hydroxyethyl 4-methylbenzenesulfonate), C([O-])([O-])=O.[K+].[K+] (potassium carbonate). The reactants are RuHCi(H2)(PCy3)2, COC(C(CC#N)C)=O (methyl-3-cyanoisobutyrate), C1CCOC1 (THF), C1CCCCCCCCCCC1 (cyclododecane), CC1C(=O)OCC1 (methyl-butyrolactone), nitrile. Run in O (water). Run at temperature 100 celsius, time 3.2 hour. Product: hydroxyester, CC(C(=O)OC)CCO (methyl 2-methyl-4-hydroxybutyrate). Reaction SMILES: [CH3:1][O:2][C:3](=[O:9])[CH:4]([CH3:8])[CH2:5][C:6]#N.C1C[O:13]CC1.C1CCCCCCCCCCC1.CC1CCOC1=O>O>[CH3:8][CH:4]([CH2:5][CH2:6][OH:13])[C:3]([O:2][CH3:1])=[O:9]. Procedure details: A mixture of 0.05 mmol RuHCi(H2)(PCy3)2, 0.54 mmol methyl-3-cyanoisobutyrate (prepared by addition of HCN to methyl methacrylate), 17.7 g THF, 15.3 g water, and 0.0596 g cyclododecane (internal standard for gc analysis) was stirred in an autoclave and heated to 100° C. under 7000 kPa H2. After 3.2 hours, the nitrile was completely and cleanly converted to methyl-butyrolactone, which formed by transesterification/cyclization of the intermediate hydroxyester, methyl 2-methyl-4-hydroxybutyrate.